Dataset: the Open Reaction Database (ORD), a public repository of structured organic reaction records. Task: describe an organic reaction: reactants, conditions, products, and yield Starting materials: 34.5, ClC1=NC=CC=N1 (2-chloropyrimidine), NCCN1CCC(CC1)NC1=NC2=C(N1CC1=CC=C(C=C1)F)C=CC=C2 (N-[1-(2-aminoethyl)-4-piperidinyl]-1-[(4-fluorophenyl)methyl]-1H-benzimidazol-2-amine), C(O)([O-])=O.[Na+] (sodium hydrogen carbonate). Run in C(C)O (ethanol). The product is 82, FC1=CC=C(C=C1)CN1C(=NC2=C1C=CC=C2)NC2CCN(CC2)CCNC2=NC=CC=N2 (1-[(4-fluorophenyl)methyl]-N-[1-[2-[(2-pyrimidinyl)amino]-ethyl]-4-piperidinyl]-1H-benzimidazol-2-amine). The yield is 61.0%. Reaction SMILES: Cl[C:2]1[N:7]=[CH:6][CH:5]=[CH:4][N:3]=1.[NH2:8][CH2:9][CH2:10][N:11]1[CH2:16][CH2:15][CH:14]([NH:17][C:18]2[N:22]([CH2:23][C:24]3[CH:29]=[CH:28][C:27]([F:30])=[CH:26][CH:25]=3)[C:21]3[CH:31]=[CH:32][CH:33]=[CH:34][C:20]=3[N:19]=2)[CH2:13][CH2:12]1.C(=O)([O-])O.[Na+]>C(O)C>[F:30][C:27]1[CH:28]=[CH:29][C:24]([CH2:23][N:22]2[C:21]3[CH:31]=[CH:32][CH:33]=[CH:34][C:20]=3[N:19]=[C:18]2[NH:17][CH:14]2[CH2:15][CH2:16][N:11]([CH2:10][CH2:9][NH:8][C:2]3[N:7]=[CH:6][CH:5]=[CH:4][N:3]=3)[CH2:12][CH2:13]2)=[CH:25][CH:26]=1 |f:2.3|. Procedure details: A mixture of 34.5 parts of 2-chloropyrimidine, 110 parts of N-[1-(2-aminoethyl)-4-piperidinyl]-1-[(4-fluorophenyl)methyl]-1H-benzimidazol-2-amine, 25 parts of sodium hydrogen carbonate and 1200 parts of ethanol was stirred and refluxed overnight. The reaction mixture was cooled and filtered over Hyflo. The filtrate was evaporated. The residue was purified by HPLC over silica gel using a mixture of trichloromethane and methanol (95:5 by volume) saturated with ammonia, as eluent. The pure fraction...